From a dataset of the Open Reaction Database (ORD), a public repository of structured organic reaction records. describe an organic reaction: reactants, conditions, products, and yield Starting materials: ClC1=NC(=NC(=N1)NC(CC(C)(C)C)(C)C)N1CC2CCC(C1)CC2 (3-[4-chloro-6-(1,1,3,3-tetramethylbutylamino)-s-triazin-2-yl]-3-azabicyclo[3.2.2]nonane), FC1=CC=C(N)C=C1 (p-fluoroaniline), crystals. Solvent: CC(=O)C (acetone). The product is FC1=CC=C(NC2=NC(=NC(=N2)NC(CC(C)(C)C)(C)C)N2CC3CCC(C2)CC3)C=C1 (3-[4-p-fluoroanilino-6-(1,1,3,3-tetramethylbutylamino)-s-triazin-2-yl]-3-azabicyclo[3.2.2]nonane). RXN SMILES: Cl[C:2]1[N:7]=[C:6]([NH:8][C:9]([CH3:16])([CH3:15])[CH2:10][C:11]([CH3:14])([CH3:13])[CH3:12])[N:5]=[C:4]([N:17]2[CH2:23][CH:22]3[CH2:24][CH2:25][CH:19]([CH2:20][CH2:21]3)[CH2:18]2)[N:3]=1.[F:26][C:27]1[CH:33]=[CH:32][C:30]([NH2:31])=[CH:29][CH:28]=1>CC(C)=O>[F:26][C:27]1[CH:33]=[CH:32][C:30]([NH:31][C:2]2[N:7]=[C:6]([NH:8][C:9]([CH3:15])([CH3:16])[CH2:10][C:11]([CH3:12])([CH3:14])[CH3:13])[N:5]=[C:4]([N:17]3[CH2:23][CH:22]4[CH2:24][CH2:25][CH:19]([CH2:20][CH2:21]4)[CH2:18]3)[N:3]=2)=[CH:29][CH:28]=1. Procedure: Eight grams (0.022 mole) of 3-[4-chloro-6-(1,1,3,3-tetramethylbutylamino)-s-triazin-2-yl]-3-azabicyclo[3.2.2]nonane and 21 ml. (0.22 mole) of p-fluoroaniline is placed in a glass liner in a bomb and then heated in an oil bath maintained at 190°-205° C. for about 40 hours. After cooling, the indigo contents of the bomb are rinsed with chloroform and water into a flask and 50 ml. of 10 N NaOH is added. The solution is then evaporated in vacuo and the aqueous solution remaining is extracted with ch... The reactants are CC1=NC(=NN1)CC1=C(C=CC=C1)[N+](=O)[O-] (5-methyl-3-(o-nitrobenzyl)-1,2,4-triazole). Reagents/catalysts: [Pd] (palladium on charcoal). The solvent is C(C)O (ethanol). Run at time 4 hour. Yields the product NC1=C(CC2=NNC(=N2)C)C=CC=C1 (3-(o-aminobenzyl)-5-methyl-1,2,4-triazole). Reaction SMILES: [CH3:1][C:2]1[NH:6][N:5]=[C:4]([CH2:7][C:8]2[CH:13]=[CH:12][CH:11]=[CH:10][C:9]=2[N+:14]([O-])=O)[N:3]=1>[Pd].C(O)C>[NH2:14][C:9]1[CH:10]=[CH:11][CH:12]=[CH:13][C:8]=1[CH2:7][C:4]1[N:3]=[C:2]([CH3:1])[NH:6][N:5]=1. Reported procedure: A mixture of 1.67 g of 5-methyl-3-(o-nitrobenzyl)-1,2,4-triazole, 42 mg of 10% palladium on charcoal and 15 ml of ethanol is hydrogenated at 3 atmospheres pressure for 4 hours, filtered, decolorized, evaporated to a small volume and diluted with ether to give 3-(o-aminobenzyl)-5-methyl-1,2,4-triazole, m.p. 143°-145°. The reactants are COc1ccc(CCNC(=O)C2(c3ccccc3Cl)CC2)cc1C, ClC(Cl)Cl, O. Yields the product COc1cc2c(cc1C)CCN=C2C1(c2ccccc2Cl)CC1. As a reaction SMILES: [CH3:1][O:2][c:3]1[c:4]([CH3:24])[cH:5][c:6]([CH2:9][CH2:10][NH:11][C:12](=[O:13])[C:14]2([c:17]3[c:18]([Cl:23])[cH:19][cH:20][cH:21][cH:22]3)[CH2:15][CH2:16]2)[cH:7][cH:8]1.[CH:26]([Cl:27])([Cl:28])[Cl:29].[OH2:25]>>[CH3:1][O:2][c:3]1[c:4]([CH3:24])[cH:5][c:6]2[c:7]([cH:8]1)[C:12]([C:14]1([c:17]3[c:18]([Cl:23])[cH:19][cH:20][cH:21][cH:22]3)[CH2:15][CH2:16]1)=[N:11][CH2:10][CH2:9]2. Starting materials: FC1=CC=C(C=C1)C1=NN2C(C=C(C=C2)C=2C=C(C=CC2)C(C)=O)=C1 (1-{3-[2-(4-fluorophenyl)pyrazolo[1,5-a]pyridin-5-yl]phenyl}ethanone), C(#C)[Mg]Br (ethynylmagnesium bromide). Solvent: O1CCCC1 (tetrahydrofuran). Product: FC1=CC=C(C=C1)C1=NN2C(C=C(C=C2)C=2C=C(C=CC2)C(C)(C#C)O)=C1 (2-{3-[2-(4-Fluorophenyl)pyrazolo[1,5-a]pyridin-5-yl]phenyl}but-3-yn-2-ol). The yield is 6.4%. RXN SMILES: [F:1][C:2]1[CH:7]=[CH:6][C:5]([C:8]2[CH:25]=[C:11]3[CH:12]=[C:13]([C:16]4[CH:17]=[C:18]([C:22](=[O:24])[CH3:23])[CH:19]=[CH:20][CH:21]=4)[CH:14]=[CH:15][N:10]3[N:9]=2)=[CH:4][CH:3]=1.[C:26]([Mg]Br)#[CH:27]>O1CCCC1>[F:1][C:2]1[CH:3]=[CH:4][C:5]([C:8]2[CH:25]=[C:11]3[CH:12]=[C:13]([C:16]4[CH:17]=[C:18]([C:22]([OH:24])([C:26]#[CH:27])[CH3:23])[CH:19]=[CH:20][CH:21]=4)[CH:14]=[CH:15][N:10]3[N:9]=2)=[CH:6][CH:7]=1. Procedure details: The procedure described in stage 2.5 is followed, starting with 0.261 g (0.79 mmol) of 1-{3-[2-(4-fluorophenyl)pyrazolo[1,5-a]pyridin-5-yl]phenyl}ethanone obtained in stage 4.1, in solution in 10 ml of tetrahydrofuran, followed by addition of 4.74 ml (2.37 mmol) of an ethynylmagnesium bromide solution (0.5M in tetrahydrofuran) and after chromatography on silica gel, elution being carried out with a mixture of cyclohexane and dichloromethane (1/9), 0.018 g (6%) of the expected product is obtained... The reactants are C(C)(C)(C)C1=CC=C(C=C1)SC1=C(C(=C(C2=CC=3C(C4=CC5=C(C6=CC=7C(C8=CC9=C(C(=C(C(=C9C=C8C(C7C=C6C(=C5C=C4C(C3C=C12)=O)SC1=CC=C(C=C1)C(C)(C)C)=O)SC1=CC=C(C=C1)C(C)(C)C)SC1=CC=C(C=C1)C(C)(C)C)SC1=CC=C(C=C1)C(C)(C)C)SC1=CC=C(C=C1)C(C)(C)C)=O)SC1=CC=C(C=C1)C(C)(C)C)=O)SC1=CC=C(C=C1)C(C)(C)C)SC1=CC=C(C=C1)C(C)(C)C)SC1=CC=C(C=C1)C(C)(C)C (1,2,3,4,8,12,13,14,15,19-deca(4′-t-butylphenylthio)nonacene-6,10,17,21-tetraone), [BH4-].[Na+] (NaBH4). Run in C1CCOC1 (THF). Reaction conditions: time 3 hour. The product is C(C)(C)(C)C1=CC=C(C=C1)SC1=C(C(=C(C2=CC=3C(C4=CC5=C(C6=CC=7C(C8=CC9=C(C(=C(C(=C9C=C8C(C7C=C6C(=C5C=C4C(C3C=C12)O)SC1=CC=C(C=C1)C(C)(C)C)O)SC1=CC=C(C=C1)C(C)(C)C)SC1=CC=C(C=C1)C(C)(C)C)SC1=CC=C(C=C1)C(C)(C)C)SC1=CC=C(C=C1)C(C)(C)C)O)SC1=CC=C(C=C1)C(C)(C)C)O)SC1=CC=C(C=C1)C(C)(C)C)SC1=CC=C(C=C1)C(C)(C)C)SC1=CC=C(C=C1)C(C)(C)C (1,2,3,4,8,12,13,14,15,19-Deca(4′-t-butylphenylthio)-6,10,17,21-tetrahydrononacene-6,10,17,21-tetraol). Yield: 93.3%. As a reaction SMILES: [C:1]([C:5]1[CH:10]=[CH:9][C:8]([S:11][C:12]2[C:49]3[C:16](=[CH:17][C:18]4[C:19](=[O:119])[C:20]5[C:45]([C:46](=[O:50])[C:47]=4[CH:48]=3)=[CH:44][C:43]3[C:22](=[C:23]([S:108][C:109]4[CH:114]=[CH:113][C:112]([C:115]([CH3:118])([CH3:117])[CH3:116])=[CH:111][CH:110]=4)[C:24]4[C:41]([C:42]=3[S:51][C:52]3[CH:57]=[CH:56][C:55]([C:58]([CH3:61])([CH3:60])[CH3:59])=[CH:54][CH:53]=3)=[CH:40][C:39]3[C:38](=[O:62])[C:37]6[C:28](=[CH:29][C:30]7[C:35]([CH:36]=6)=[C:34]([S:63][C:64]6[CH:69]=[CH:68][C:67]([C:70]([CH3:73])([CH3:72])[CH3:71])=[CH:66][CH:65]=6)[C:33]([S:74][C:75]6[CH:80]=[CH:79][C:78]([C:81]([CH3:84])([CH3:83])[CH3:82])=[CH:77][CH:76]=6)=[C:32]([S:85][C:86]6[CH:91]=[CH:90][C:89]([C:92]([CH3:95])([CH3:94])[CH3:93])=[CH:88][CH:87]=6)[C:31]=7[S:96][C:97]6[CH:102]=[CH:101][C:100]([C:103]([CH3:106])([CH3:105])[CH3:104])=[CH:99][CH:98]=6)[C:27](=[O:107])[C:26]=3[CH:25]=4)[CH:21]=5)[C:15]([S:120][C:121]3[CH:126]=[CH:125][C:124]([C:127]([CH3:130])([CH3:129])[CH3:128])=[CH:123][CH:122]=3)=[C:14]([S:131][C:132]3[CH:137]=[CH:136][C:135]([C:138]([CH3:141])([CH3:140])[CH3:139])=[CH:134][CH:133]=3)[C:13]=2[S:142][C:143]2[CH:148]=[CH:147][C:146]([C:149]([CH3:152])([CH3:151])[CH3:150])=[CH:145][CH:144]=2)=[CH:7][CH:6]=1)([CH3:4])([CH3:3])[CH3:2].[BH4-].[Na+]>C1COCC1>[C:1]([C:5]1[CH:6]=[CH:7][C:8]([S:11][C:12]2[C:49]3[C:16](=[CH:17][C:18]4[CH:19]([OH:119])[C:20]5[C:45]([CH:46]([OH:50])[C:47]=4[CH:48]=3)=[CH:44][C:43]3[C:22](=[C:23]([S:108][C:109]4[CH:110]=[CH:111][C:112]([C:115]([CH3:116])([CH3:117])[CH3:118])=[CH:113][CH:114]=4)[C:24]4[C:41]([C:42]=3[S:51][C:52]3[CH:53]=[CH:54][C:55]([C:58]([CH3:59])([CH3:60])[CH3:61])=[CH:56][CH:57]=3)=[CH:40][C:39]3[CH:38]([OH:62])[C:37]6[C:28](=[CH:29][C:30]7[C:35]([CH:36]=6)=[C:34]([S:63][C:64]6[CH:65]=[CH:66][C:67]([C:70]([CH3:71])([CH3:72])[CH3:73])=[CH:68][CH:69]=6)[C:33]([S:74][C:75]6[CH:80]=[CH:79][C:78]([C:81]([CH3:82])([CH3:83])[CH3:84])=[CH:77][CH:76]=6)=[C:32]([S:85][C:86]6[CH:91]=[CH:90][C:89]([C:92]([CH3:95])([CH3:94])[CH3:93])=[CH:88][CH:87]=6)[C:31]=7[S:96][C:97]6[CH:102]=[CH:101][C:100]([C:103]([CH3:106])([CH3:105])[CH3:104])=[CH:99][CH:98]=6)[CH:27]([OH:107])[C:26]=3[CH:25]=4)[CH:21]=5)[C:15]([S:120][C:121]3[CH:122]=[CH:123][C:124]([C:127]([CH3:130])([CH3:129])[CH3:128])=[CH:125][CH:126]=3)=[C:14]([S:131][C:132]3[CH:137]=[CH:136][C:135]([C:138]([CH3:141])([CH3:140])[CH3:139])=[CH:134][CH:133]=3)[C:13]=2[S:142][C:143]2[CH:148]=[CH:147][C:146]([C:149]([CH3:152])([CH3:151])[CH3:150])=[CH:145][CH:144]=2)=[CH:9][CH:10]=1)([CH3:2])([CH3:3])[CH3:4] |f:1.2|. Procedure: To a suspension of 1,2,3,4,8,12,13,14,15,19-deca(4′-t-butylphenylthio)nonacene-6,10,17,21-tetraone (0.5 g, 0.23 mmol) in dry THF (10 mL) under a N2 atmosphere was slowly added NaBH4 (0.1 g, 2.64 mmol). The reaction mixture was stirred at room temp for 3 h, and then quenched with H2O. The resulting mixture was filtered, washed with H2O, and dried in vacuo to give the desired product as a light yellow solid (0.47 g, 94%). LDI-MS m/z: 2188 [M+], 2171 [M+-OH]. The laser desorption ionization mass sp... Reactants: O (water), [H-].[Al+3].[Li+].[H-].[H-].[H-] (lithium aluminium hydride), N1N=C(C2=CC=CC=C12)C(=O)OC (methyl 3-indazolecarboxylate), [H-].[Al+3].[Li+].[H-].[H-].[H-] (lithium aluminium hydride), O (water). The solvent is [OH-].[Na+] (sodium hydroxide), O1CCCC1 (tetrahydrofuran). Run at temperature 0 celsius, time 2 hour. The product is N1N=C(C2=CC=CC=C12)CO ((1H-indazol-3-yl)methanol). Yield: 52.9%. RXN SMILES: [H-].[Al+3].[Li+].[H-].[H-].[H-].[NH:7]1[C:15]2[C:10](=[CH:11][CH:12]=[CH:13][CH:14]=2)[C:9]([C:16](OC)=[O:17])=[N:8]1.O>O1CCCC1.[OH-].[Na+]>[NH:7]1[C:15]2[C:10](=[CH:11][CH:12]=[CH:13][CH:14]=2)[C:9]([CH2:16][OH:17])=[N:8]1 |f:0.1.2.3.4.5,9.10|. Reported procedure: 3.2 g of lithium aluminium hydride are added portionwise to a solution of 7.08 g of methyl 3-indazolecarboxylate in 80 ml of tetrahydrofuran, cooled to a temperature in the region of 0° C. by an ice bath. After 4 hours at a temperature in the region of 0° C., 1.6 g of lithium aluminium hydride are added. After 2 hours at a temperature in the region of 0° C., the reaction medium is treated successively with 6 ml of water and then 6 ml of aqueous IN sodium hydroxide solution and finally 18 ml of w...